describe an organic reaction: reactants, conditions, products, and yield From a dataset of the Open Reaction Database (ORD), a public repository of structured organic reaction records. The reactants are N(N)C(C(=O)NC1=CC=C(C=C1)[C@@H]1CC[C@H](CC1)CC(=O)OC)=O (Methyl [trans-4-(4-{[hydrazino(oxo)acetyl]amino}phenyl)cyclohexyl]acetate), O=C(C(=O)OC)NC1=CC=C(C=C1)S(=O)(=O)CCC (methyl oxo{[4-(propylsulphonyl)phenyl]amino}acetate). The product is N(N)C(C(=O)NC1=CC=C(C=C1)S(=O)(=O)CCC)=O (2-hydrazino-2-oxo-N-[4-(propylsulfonyl)phenyl]acetamide). As a reaction SMILES: [NH:1]([C:3](=[O:24])[C:4]([NH:6][C:7]1[CH:12]=[CH:11][C:10]([C@H]2CC[C@H](CC(OC)=O)CC2)=[CH:9][CH:8]=1)=[O:5])[NH2:2].O=C(NC1C=C[C:35]([S:38](CCC)(=[O:40])=[O:39])=[CH:34][CH:33]=1)C(OC)=O>>[NH:1]([C:3](=[O:24])[C:4]([NH:6][C:7]1[CH:8]=[CH:9][C:10]([S:38]([CH2:35][CH2:34][CH3:33])(=[O:40])=[O:39])=[CH:11][CH:12]=1)=[O:5])[NH2:2]. Procedure: The procedure described for Intermediate 43 (part iv) was followed starting with methyl oxo{[4-(propylsulphonyl)phenyl]amino}acetate to give the title compound (Intermediate 97); 1H NMR δ 0.85-0.97 (m, 3H), 1.46-1.65 (m, 2H), 3.18-3.27 (m, 2H), 4.77 (s, 2H), 7.85 (d, 2H), 8.10 (d, 2H), 10.44 (s, 1H), 11.09 (s, 1H); MS m/e MH+ 286. The reactants are ClC1=CC=C(NCCCl)C=C1 (2-(4-chloroanilino)ethylchloride), C(CCC)NC (n-butylmethylamine), C(=O)([O-])[O-].[Na+].[Na+] (Na2CO3), [OH-].[K+] (KOH). Run in O (water), C1(=CC=CC=C1)C (toluene). Product: ClC1=CC=C(C=C1)NCCN(CCCC)C (N-(4-chlorophenyl)-N'-methyl-N'-n-butylethylene diamine). The yield is 72.2%. RXN SMILES: [Cl:1][C:2]1[CH:11]=[CH:10][C:5]([NH:6][CH2:7][CH2:8]Cl)=[CH:4][CH:3]=1.[CH2:12]([NH:16][CH3:17])[CH2:13][CH2:14][CH3:15].C([O-])([O-])=O.[Na+].[Na+].[OH-].[K+]>C1(C)C=CC=CC=1.O>[Cl:1][C:2]1[CH:11]=[CH:10][C:5]([NH:6][CH2:7][CH2:8][N:16]([CH3:17])[CH2:12][CH2:13][CH2:14][CH3:15])=[CH:4][CH:3]=1 |f:2.3.4,5.6|. Procedure details: 5.70 g of 2-(4-chloroanilino)ethylchloride, 5.28 g of n-butylmethylamine and 6.36 g of Na2CO3 were refluxed while stirring for approximately 24 hours in toluene as a solvent. After the addition of a solution of 1.80 g of 90% KOH in 15 ml of water the reaction mixture was extracted with diethyl ether. The ether layer was washed with water, dried and filtered. After evaporating the solvent approximately 6 g of product were obtained which was identified by means of thin layer chromatography. The pr... The reactants are C(CCC)[Li] (n-butyllithium), solution, C(CCC)[Sn](CCCC)(CCCC)Cl (tri-n-butyltin chloride), C(=O)(O)[O-].[Na+] (NaHCO3), ClCCCC#C (5-Chloro-1-pentyne). Run in CCCCCC (hexane), C1CCOC1 (THF), CCCCCC (hexane). Run at time 3 hour. The product is C(CCC)[Sn](C#CC1CC1)(CCCC)CCCC ([2-(Tri-n-butylstannyl)-1-ethynyl]cyclopropane). As a reaction SMILES: C([Li])CCC.Cl[CH2:7][CH2:8][CH2:9][C:10]#[CH:11].[CH2:12]([Sn:16](Cl)([CH2:21][CH2:22][CH2:23][CH3:24])[CH2:17][CH2:18][CH2:19][CH3:20])[CH2:13][CH2:14][CH3:15].C([O-])(O)=O.[Na+]>CCCCCC.C1COCC1>[CH2:21]([Sn:16]([CH2:12][CH2:13][CH2:14][CH3:15])([CH2:17][CH2:18][CH2:19][CH3:20])[C:7]#[C:8][CH:9]1[CH2:11][CH2:10]1)[CH2:22][CH2:23][CH3:24] |f:3.4|. Reported procedure: To n-butyllithium (7.28 mL of a 2.5 M solution in hexane, 18.2 mmol) at −5° C. was added dry THF (80 mL) dropwise, maintaining the temperature below 5° C. 5-Chloro-1-pentyne (7.75 mL , 73.1 mmol) was added at 5° C., and the solution was stirred for 3 hours. The reaction was quenched by the addition of tri-n-butyltin chloride (21.0 mL, 77.4 mmol), and was allowed to stir for an additional 10 min. The solution was poured into saturated aqueous NaHCO3 (500 mL) and hexane (500 mL). The hexane layer ... Starting materials: ClC=1SC(=CN1)C(C)=O (1-(2-Chloro-thiazol-5-yl)-ethanone), C1(=CC=CC=C1)[S-].[Na+] (sodium benzenethiolate), CC(=O)C (acetone), [OH-].[Na+] (NaOH). Run in O (water). Run at time 3 hour. Product: C1(=CC=CC=C1)SC=1SC(=CN1)C(C)=O (1-(2-Phenylsulfanyl-thiazol-5-yl)-ethanone). As a reaction SMILES: Cl[C:2]1[S:3][C:4]([C:7](=[O:9])[CH3:8])=[CH:5][N:6]=1.[C:10]1([S-:16])[CH:15]=[CH:14][CH:13]=[CH:12][CH:11]=1.[Na+].CC(C)=O.[OH-].[Na+]>O>[C:10]1([S:16][C:2]2[S:3][C:4]([C:7](=[O:9])[CH3:8])=[CH:5][N:6]=2)[CH:15]=[CH:14][CH:13]=[CH:12][CH:11]=1 |f:1.2,4.5|. Procedure details: 1-(2-Chloro-thiazol-5-yl)-ethanone (221 mg, 1.37 mmol) and sodium benzenethiolate (226 mg, 1.71 mmol) were added to acetone (20 mL) and stirred for 3 h. The suspension was poured into water (100 mL) containing 2 M aqueous NaOH (10 mL) and extracted with DCM (3×50 mL). The combined organic extracts were dried (Na2SO4) and concentrated to give the product. Yield=314 mg, 97%.